Dataset: the Open Reaction Database (ORD), a public repository of structured organic reaction records. Task: describe an organic reaction: reactants, conditions, products, and yield Reactants: N(=O)[O-].[Na+] (NaNO2), NC1=CC=C2CCC(C2=C1)=O (6-aminoindan-1-one), O.O.Cl[Sn]Cl (SnCl2.2H2O). Run in Cl (HCl), Cl (HCl). Yields the product N(N)C1=CC=C2CCC(C2=C1)=O (6-hydrazinoindan-1-one). Run at time 30 minute. As a reaction SMILES: [NH2:1][C:2]1[CH:10]=[C:9]2[C:5]([CH2:6][CH2:7][C:8]2=[O:11])=[CH:4][CH:3]=1.[N:12]([O-])=O.[Na+].O.O.Cl[Sn]Cl>Cl>[NH:1]([C:2]1[CH:10]=[C:9]2[C:5]([CH2:6][CH2:7][C:8]2=[O:11])=[CH:4][CH:3]=1)[NH2:12] |f:1.2,3.4.5|. Procedure: To a mixture of 6-aminoindan-1-one (7.2 g, 11.8 mmol) in conc. HCl (20 mL) at 0° C. was added dropwise an aqueous solution of NaNO2 (0.9 g, 13 mmol). After 30 min, a solution of SnCl2.2H2O (5.9 g, 26.2 mmol) in conc. HCl was added dropwise at such a rate that the reaction temperature never rose above 5° C. After the addition was completed, the mixture was stirred at RT for 2 h. The mixture was extracted with Et2O to afford 6-hydrazinoindan-1-one. MS (ESI) m/z: 199 (M+H+). Starting materials: ClC=1N=C(C2=C(N1)SC(=C2)CN2CCC(CC2)S(=O)(=O)C)N2CCOCC2 (2-Chloro-6-(4-methanesulfonyl-piperidin-1-ylmethyl)-4-morpholin-4-yl-thieno[2,3-d]pyrimidine), NC1=NC=C(C=N1)B(O)O (2-aminopyrimidine-5-boronic acid). Product: CS(=O)(=O)C1CCN(CC1)CC1=CC2=C(N=C(N=C2N2CCOCC2)C=2C=NC(=NC2)N)S1 (5-(6-((4-(methylsulfonyl)piperidin-1-yl)methyl)-4-morpholinothieno[2,3-d]pyrimidin-2-yl)pyrimidin-2-amine). RXN SMILES: Cl[C:2]1[N:3]=[C:4]([N:22]2[CH2:27][CH2:26][O:25][CH2:24][CH2:23]2)[C:5]2[CH:10]=[C:9]([CH2:11][N:12]3[CH2:17][CH2:16][CH:15]([S:18]([CH3:21])(=[O:20])=[O:19])[CH2:14][CH2:13]3)[S:8][C:6]=2[N:7]=1.[NH2:28][C:29]1[N:34]=[CH:33][C:32](B(O)O)=[CH:31][N:30]=1>>[CH3:21][S:18]([CH:15]1[CH2:16][CH2:17][N:12]([CH2:11][C:9]2[S:8][C:6]3[N:7]=[C:2]([C:32]4[CH:31]=[N:30][C:29]([NH2:28])=[N:34][CH:33]=4)[N:3]=[C:4]([N:22]4[CH2:27][CH2:26][O:25][CH2:24][CH2:23]4)[C:5]=3[CH:10]=2)[CH2:13][CH2:14]1)(=[O:20])=[O:19]. Procedure details: 2-Chloro-6-(4-methanesulfonyl-piperidin-1-ylmethyl)-4-morpholin-4-yl-thieno[2,3-d]pyrimidine was reacted with 2-aminopyrimidine-5-boronic acid in General Procedure A. Purification on silica gave 283. NMR (400 MHz, CDCl3): 1.88-2.00 (2H, m), 2.04-2.20 (4H, m), 2.83-2.86 (4H, m), 3.13-3.20 (2H, m), 3.81 (2H, s), 3.88-3.90 (4H, m), 3.92-3.96 (4H, m), 5.25 (2H, br, s), 7.18 (1H, s), 9.37 (1H, s). (M+H)+ 490 The reactants are C1(CCCC1)C=C(C1=CC(=CC(=C1)C)C)C1=CC=2C(=NC=CC2)N1 (2-[2-cyclopentyl-1-(3,5-dimethyl-phenyl)-vinyl]-1H-pyrrolo[2,3-b]pyridine). Reagents/catalysts: [Pd] (palladium on activated carbon). Solvent: CO (methanol). Reaction conditions: temperature 50 celsius. Product: C1(CCCC1)CC(C1=CC(=CC(=C1)C)C)C1=CC=2C(=NC=CC2)N1 (2-[2-cyclopentyl-1-(3,5-dimethyl-phenyl)-ethyl]-1H-pyrrolo[2,3-b]pyridine). Isolated yield 25.8%. Reaction SMILES: [CH:1]1([CH:6]=[C:7]([C:16]2[NH:24][C:19]3=[N:20][CH:21]=[CH:22][CH:23]=[C:18]3[CH:17]=2)[C:8]2[CH:13]=[C:12]([CH3:14])[CH:11]=[C:10]([CH3:15])[CH:9]=2)[CH2:5][CH2:4][CH2:3][CH2:2]1>[Pd].CO>[CH:1]1([CH2:6][CH:7]([C:16]2[NH:24][C:19]3=[N:20][CH:21]=[CH:22][CH:23]=[C:18]3[CH:17]=2)[C:8]2[CH:9]=[C:10]([CH3:15])[CH:11]=[C:12]([CH3:14])[CH:13]=2)[CH2:5][CH2:4][CH2:3][CH2:2]1. Procedure details: A mixture of 2-[2-cyclopentyl-1-(3,5-dimethyl-phenyl)-vinyl]-1H-pyrrolo[2,3-b]pyridine (90 mg, 0.28 mmol) and 10% palladium on activated carbon (30 mg) in methanol (200 mL) was heated at 50° C. under hydrogen (50 psi) for 6 h. The mixture was cooled to room temperature, the catalyst was removed by filtration and washed with ethyl acetate. The filtrate was concentrated in vacuo. Purification using a Waters automated flash system (column: Xterra 30 mm×100 mm, sample manager 2767, pump 2525, detect...